This data is from the Open Reaction Database (ORD), a public repository of structured organic reaction records. The task is: describe an organic reaction: reactants, conditions, products, and yield Starting materials: C(C)S (Ethyl mercaptan), mercuric acetate, benzhydryl ester, C(CCC)(=O)O (butyric acid), OC(=C(C(=O)[O-])N1C(C(C1=O)NC(CC1=CC=CC=C1)=O)SC=O)CBr (3-hydroxy-4-bromo-2-(2-formylthio-4-oxo-3-phenylacetamido-1-azetidinyl)-2-butenoate). The solvent is C(Cl)(Cl)Cl (chloroform), C(Cl)(Cl)Cl (chloroform). Conditions: temperature 10 celsius, time 15 minute. Product: C1(=CC=CC=C1)CC(=O)NC1[C@@H]2N(C(=C(CS2)O)C(=O)OC(C2=CC=CC=C2)C2=CC=CC=C2)C1=O (benzhydryl 7-phenylacetamido-3-hydroxy-3-cephem-4-carboxylate). RXN SMILES: [C:1](O)(=O)[CH2:2][CH2:3][CH3:4].[OH:7][C:8](CBr)=[C:9]([N:13]1[C:16](=[O:17])[CH:15]([NH:18][C:19](=[O:27])[CH2:20][C:21]2[CH:26]=[CH:25][CH:24]=[CH:23][CH:22]=2)[CH:14]1[S:28][CH:29]=O)[C:10]([O-:12])=[O:11].[CH2:33](S)[CH3:34]>C(Cl)(Cl)Cl>[C:21]1([CH2:20][C:19]([NH:18][CH:15]2[C:16](=[O:17])[N:13]3[C:9]([C:10]([O:12][CH:1]([C:34]4[CH:33]=[CH:22][CH:21]=[CH:20][CH:19]=4)[C:2]4[CH:10]=[CH:9][CH:8]=[CH:4][CH:3]=4)=[O:11])=[C:8]([OH:7])[CH2:29][S:28][C@H:14]23)=[O:27])[CH:22]=[CH:23][CH:24]=[CH:25][CH:26]=1. Reported procedure: To 0.410 g. (1.05 mmol.) of mercuric acetate in a mixture of 10 ml. of chloroform and 10 ml. of butyric acid are added 0.529 g. (1 mmol.) of 3-hydroxy-4-bromo-2-(2-formylthio-4-oxo-3-phenylacetamido-1-azetidinyl)-2-butenoate, benzhydryl ester, in 10 ml. of chloroform. The mixture is stirred for 15 minutes at 10° C., after which time the solution becomes cloudy. Ethyl mercaptan is added to the mixture, and the mixture then is filtered through activated charcoal and a filter aide. The resulting fi... The reactants are FC=1C(=NC=CC1)C=O (3-fluoropyridine-2-carbaldehyde), [Na+].FC1=CC=C(C=C1)S(=O)[O-] (4-fluorobenzenesulfinic acid sodium salt), CS(=O)C (dimethyl sulfoxide). Solvent: O (water). Conditions: temperature 100 celsius, time 18 hour. The product is FC1=CC=C(C=C1)S(=O)(=O)C=1C(=NC=CC1)C=O (3-(4-fluorobenzenesulfonyl)pyridine-2-carbaldehyde). Yield: 45.1%. RXN SMILES: F[C:2]1[C:3]([CH:8]=[O:9])=[N:4][CH:5]=[CH:6][CH:7]=1.[Na+].[F:11][C:12]1[CH:17]=[CH:16][C:15]([S:18]([O-:20])=[O:19])=[CH:14][CH:13]=1.CS(C)=O>O>[F:11][C:12]1[CH:17]=[CH:16][C:15]([S:18]([C:2]2[C:3]([CH:8]=[O:9])=[N:4][CH:5]=[CH:6][CH:7]=2)(=[O:20])=[O:19])=[CH:14][CH:13]=1 |f:1.2|. Reported procedure: A mixture of 3-fluoropyridine-2-carbaldehyde (0.70 g), 4-fluorobenzenesulfinic acid sodium salt (1.1 g) and dimethyl sulfoxide (7.0 mL) was stirred at 100° C. for 18 hours. The mixture was cooled to room temperature, diluted with water (20 mL), and the resulting precipitate was removed by filtration. The filtrate was extracted with ethyl acetate, and the combined organic extract was washed with saturated aqueous sodium chloride solution and dried over magnesium sulfate. The solvent was removed u... Reactants: FC=1C=C(OC2=CC=C(C=N2)C(C(=O)OCC)C(=O)OCC)C=CC1F (diethyl 2-(6-(3,4-difluorophenoxy)pyridin-3-yl)malonate), [OH-].[K+] (potassium hydroxide). Solvent: C(C)O (ethanol). Run at temperature 80 celsius, time 1 hour. Product: FC=1C=C(OC2=CC=C(C=N2)CC(=O)O)C=CC1F (2-(6-(3,4-difluorophenoxy)pyridin-3-yl)acetic acid). The yield is 108.0%. As a reaction SMILES: [F:1][C:2]1[CH:3]=[C:4]([CH:23]=[CH:24][C:25]=1[F:26])[O:5][C:6]1[N:11]=[CH:10][C:9]([CH:12](C(OCC)=O)[C:13]([O:15]CC)=[O:14])=[CH:8][CH:7]=1.[OH-].[K+]>C(O)C>[F:1][C:2]1[CH:3]=[C:4]([CH:23]=[CH:24][C:25]=1[F:26])[O:5][C:6]1[N:11]=[CH:10][C:9]([CH2:12][C:13]([OH:15])=[O:14])=[CH:8][CH:7]=1 |f:1.2|. Procedure: To a solution of diethyl 2-(6-(3,4-difluorophenoxy)pyridin-3-yl)malonate (25 g, 34.9 mmol) in ethanol (250 mL) was added potassium hydroxide (19.58 g, 349 mmol). The reaction mixture was stirred at 80° C. for 1 hr. and then the reaction mixture was concentrated under the reduced pressure. To the residue was added 10% HCl to adjust the solution to approximately pH 7. Then, the solution was extracted with EtOAc (300 mL), and the organic layer was separated, and dried over Na2SO4, and then concentr...